This data is from the Open Reaction Database (ORD), a public repository of structured organic reaction records. The task is: describe an organic reaction: reactants, conditions, products, and yield Run in C1=CC=CC=C1 (benzene). Run at time 3 hour. Product: CN1P(C(N(C1=O)C)C1=CC=CC=C1)(OC1=CC=C(C=C1)C)=O (1,4-Dimethyl-2-(4-methylphenoxy)-3-phenyl-1,4,2-diazaphospholidin-5-one-2oxide). As a reaction SMILES: [CH:1](=O)[C:2]1[CH:7]=[CH:6][CH:5]=[CH:4][CH:3]=1.[CH3:9][NH:10][C:11]([NH:13][CH3:14])=[O:12].[C:15]1([CH3:39])[CH:20]=[CH:19][C:18]([O:21][P:22](OC2C=CC(C)=CC=2)[O:23]C2C=CC(C)=CC=2)=[CH:17][CH:16]=1>C1C=CC=CC=1>[CH3:9][N:10]1[C:11](=[O:12])[N:13]([CH3:14])[CH:1]([C:2]2[CH:7]=[CH:6][CH:5]=[CH:4][CH:3]=2)[P:22]1(=[O:23])[O:21][C:18]1[CH:19]=[CH:20][C:15]([CH3:39])=[CH:16][CH:17]=1. Procedure details: Benzaldehyde, 0.5 mole, is added dropwise to a solution of 0.5 mole of 1,3-dimethylurea and 0.5 mole of tris(p-tolyl)phosphite in 100 g of benzene as the solution was warmed from 60°-90°. Warming is continued at 90° for 3 hr, giving a reaction mixture having 31P nmr peaks at -24.2 and -21.9 ppm (~6:1 areas). The solvent and most of the by-product p-cresol are removed by stripping to 120°/0.5mm, and the remaining yellow, viscous oil is dissolved in acetone. A solid that separates is recrystallize... The reactants are C(C1=CC=CC=C1)=O (Benzaldehyde), CNC(=O)NC (1,3-dimethylurea), C1(=CC=C(C=C1)OP(OC1=CC=C(C=C1)C)OC1=CC=C(C=C1)C)C (tris(p-tolyl)phosphite). Reactants: C, CCO, [H][H], O=C(O)c1ccc([N+](=O)[O-])cc1NC(=O)C(F)(F)F, [Pd]. Yields the product Nc1ccc(C(=O)O)c(NC(=O)C(F)(F)F)c1. As a reaction SMILES: [C:25].[CH2:22]([OH:23])[CH3:24].[H:20][H:21].[N+:1]([O-:2])(=[O:3])[c:4]1[cH:5][c:6]([NH:13][C:14]([C:15]([F:16])([F:17])[F:18])=[O:19])[c:7]([C:8](=[O:9])[OH:10])[cH:11][cH:12]1.[Pd:26]>>[NH2:1][c:4]1[cH:5][c:6]([NH:13][C:14]([C:15]([F:16])([F:17])[F:18])=[O:19])[c:7]([C:8](=[O:9])[OH:10])[cH:11][cH:12]1.